Dataset: the Open Reaction Database (ORD), a public repository of structured organic reaction records. Task: describe an organic reaction: reactants, conditions, products, and yield Reactants: CSC(=C(C#N)C#N)SC (3,3-bis(methylthio)-2-cyanoacrylonitrile), NC1=C(C=CC=C1)O (2-aminophenol), CO (methanol). Solvent: C(C)O (ethanol). The product is O1C(NC2=C1C=CC=C2)=C(C#N)C#N (2-benzoxazolinylidene-malononitrile). As a reaction SMILES: CS[C:3](SC)=[C:4]([C:7]#[N:8])[C:5]#[N:6].[NH2:11][C:12]1[CH:17]=[CH:16][CH:15]=[CH:14][C:13]=1[OH:18].CO>C(O)C>[O:18]1[C:13]2[CH:14]=[CH:15][CH:16]=[CH:17][C:12]=2[NH:11][C:3]1=[C:4]([C:7]#[N:8])[C:5]#[N:6]. Reported procedure: 8.5 g. (0.05 M) of 3,3-bis(methylthio)-2-cyanoacrylonitrile and 6.0 g. (0.055 M) of 2-aminophenol in 200 ml. of methanol or ethanol are held under reflux for 4 hours, subsequently evaporated to dryness in vacuo and the resulting residue is made into a paste with 20 ml. of methanol or ethanol. The resulting crystals are filtered off under suction, washed with 10 ml. of ethanol and dried. There is obtained crude 2-benzoxazolinylidene-malononitrile of melting point ca. 240°-300° C. (dec.). Reactants: CCO, CCOC(=O)Cc1cc2c(n1C)C(=O)c1ccc(Cl)cc1SC2, Cl, [Na+], [OH-]. Reaction SMILES: [CH3:27][CH2:28][OH:29].[Cl:1][c:2]1[cH:3][c:4]2[c:5]([cH:22][cH:23]1)[C:6](=[O:21])[c:7]1[n:8]([CH3:20])[c:9]([CH2:14][C:15](=[O:16])[O:17][CH2:18][CH3:19])[cH:10][c:11]1[CH2:12][S:13]2.[ClH:26].[Na+:25].[OH-:24]>>[Cl:1][c:2]1[cH:3][c:4]2[c:5]([cH:22][cH:23]1)[C:6](=[O:21])[c:7]1[n:8]([CH3:20])[c:9]([CH2:14][C:15](=[O:16])[OH:17])[cH:10][c:11]1[CH2:12][S:13]2. Product: Cn1c(CC(=O)O)cc2c1C(=O)c1ccc(Cl)cc1SC2. The reactants are Cc1ccc(C(=S)CBr)cc1, COC(=O)CC#N, CCOC(C)=O, CC(C)(C)[O-], [Cl-], [K+], [NH4+], C1CCOC1. Reaction SMILES: [CH3:14][c:15]1[cH:16][cH:17][c:18]([C:19]([CH2:20][Br:21])=[S:22])[cH:23][cH:24]1.[CH3:1][O:2][C:3](=[O:4])[CH2:5][C:6]#[N:7].[CH3:32][CH2:33][O:34][C:35](=[O:36])[CH3:37].[CH3:8][C:9]([CH3:10])([O-:11])[CH3:12].[Cl-:25].[K+:13].[NH4+:26].[O:27]1[CH2:28][CH2:29][CH2:30][CH2:31]1>>[CH3:1][O:2][C:3](=[O:4])[CH:5]([C:6]#[N:7])[CH2:20][C:19]([c:18]1[cH:17][cH:16][c:15]([CH3:14])[cH:24][cH:23]1)=[S:22]. Yields the product COC(=O)C(C#N)CC(=S)c1ccc(C)cc1. Reactants: [H-].C(C(C)C)[Al+]CC(C)C (diisobutylaluminum hydride), S1C=NC2=C1C=C(C=C2)C2(CC2)C#N (1-(1,3-benzothiazol-6-yl)cyclopropanecarbonitrile), C(=O)([O-])C(O)C(O)C(=O)[O-].[Na+].[K+] (potassium sodium tartrate), C(C)(C)O (isopropyl alcohol). Run in C1(=CC=CC=C1)C (toluene), C1(=CC=CC=C1)C (toluene). Run at time 8 hour. The product is S1C=NC2=C1C=C(C=C2)C2(CC2)C=O (1-(1,3-benzothiazol-6-yl)cyclopropanecarbaldehyde). RXN SMILES: [H-].C([Al+]CC(C)C)C(C)C.[S:11]1[C:15]2[CH:16]=[C:17]([C:20]3([C:23]#N)[CH2:22][CH2:21]3)[CH:18]=[CH:19][C:14]=2[N:13]=[CH:12]1.C([OH:28])(C)C.C(C(C(C([O-])=O)O)O)([O-])=O.[Na+].[K+]>C1(C)C=CC=CC=1>[S:11]1[C:15]2[CH:16]=[C:17]([C:20]3([CH:23]=[O:28])[CH2:22][CH2:21]3)[CH:18]=[CH:19][C:14]=2[N:13]=[CH:12]1 |f:0.1,4.5.6|. Procedure details: A solution of diisobutylaluminum hydride in toluene (1.00 M, 2.10 mL, 0.0021 mol) was slowly added to a solution of 1-(1,3-benzothiazol-6-yl)cyclopropanecarbonitrile (0.28 g, 0.0014 mol, prepared in Example 79, Steps 1-3) in toluene (2 mL) at −78° C. The mixture was slowly warmed to RT and stirred overnight. After cooling to −60° C., isopropyl alcohol (0.32 mL) was carefully added. The mixture was warmed to 0° C., and saturated potassium sodium tartrate (50 mL) was added, and stirred at RT for 3... The reactants are [C-]#N.[Na+] (Sodium cyanide), ClCC=1C=CC(=NC1)OC (5-(chloromethyl)-2-methoxypyridine). The solvent is CS(=O)C (DMSO), [Cl-].[Na+].O (brine). Reaction conditions: time 18 hour. Product: COC1=CC=C(C=N1)CC#N (2-(6-methoxypyridin-3-yl)acetonitrile). Isolated yield 63.9%. As a reaction SMILES: [C-:1]#[N:2].[Na+].Cl[CH2:5][C:6]1[CH:7]=[CH:8][C:9]([O:12][CH3:13])=[N:10][CH:11]=1>CS(C)=O.[Cl-].[Na+].O>[CH3:13][O:12][C:9]1[N:10]=[CH:11][C:6]([CH2:5][C:1]#[N:2])=[CH:7][CH:8]=1 |f:0.1,4.5.6|. Reported procedure: Sodium cyanide (1.25 g, 25.4 mmol) was added to a solution of 5-(chloromethyl)-2-methoxypyridine (1.00 g, 6.34 mmol) in DMSO (10 ml) and stirred for 18 h at room temperature. After completion of reaction, the reaction mixture was diluted with brine and the compound was extracted with DCM (3×35 ml). The combined organic layers were dried over anhydrous sodium sulfate, filtered and evaporated. The crude compound was purified by column chromatography using 100-200 silica gel, 10% ethyl acetate in p... Reactants: O([N+](=O)[O-])CCOC1=CC=C(C=O)C=C1 (4-(2-nitroxyethoxy)benzaldehyde), N\C(=C/C(=O)OCC)\C (ethyl 3-aminocrotonate). The solvent is C(C)O (ethanol). The product is C(C)OC(=O)C1=C(NC(=C(C1C1=CC=C(C=C1)OCCO[N+](=O)[O-])C(=O)OCC)C)C (3,5-Diethoxycarbonyl-2,6-dimethyl-4-[4-(2-nitroxy-ethoxy)phenyl]-1,4-dihydropyridine). As a reaction SMILES: [O:1]([CH2:5][CH2:6][O:7][C:8]1[CH:15]=[CH:14][C:11]([CH:12]=O)=[CH:10][CH:9]=1)[N+:2]([O-:4])=[O:3].[NH2:16]/[C:17](/[CH3:24])=[CH:18]\[C:19]([O:21][CH2:22][CH3:23])=[O:20]>C(O)C>[CH2:22]([O:21][C:19]([C:18]1[CH:12]([C:11]2[CH:14]=[CH:15][C:8]([O:7][CH2:6][CH2:5][O:1][N+:2]([O-:4])=[O:3])=[CH:9][CH:10]=2)[C:18]([C:19]([O:21][CH2:22][CH3:23])=[O:20])=[C:17]([CH3:24])[NH:16][C:17]=1[CH3:24])=[O:20])[CH3:23]. Procedure: A solution of 5 g of 4-(2-nitroxyethoxy)benzaldehyde and 6.1 g of ethyl 3-aminocrotonate in 100 ml of ethanol was refluxed for 20 hours. Starting materials: CCOC(=O)c1cn(C2CCCCC2)c2nc(S(C)(=O)=O)ncc2c1=O, Nc1ccc(CCS(=O)(=O)N2CCOCC2)cc1. Yields the product CCOC(=O)c1cn(C2CCCCC2)c2nc(Nc3ccc(CCS(=O)(=O)N4CCOCC4)cc3)ncc2c1=O. As a reaction SMILES: [CH2:19]([CH3:20])[O:21][C:22](=[O:23])[c:24]1[c:25](=[O:44])[c:26]2[c:27]([n:28][c:29]([S:32]([CH3:33])(=[O:34])=[O:35])[n:30][cH:31]2)[n:36]([CH:38]2[CH2:39][CH2:40][CH2:41][CH2:42][CH2:43]2)[cH:37]1.[O:1]1[CH2:2][CH2:3][N:4]([S:7](=[O:8])(=[O:9])[CH2:10][CH2:11][c:12]2[cH:13][cH:14][c:15]([NH2:18])[cH:16][cH:17]2)[CH2:5][CH2:6]1>>[O:1]1[CH2:2][CH2:3][N:4]([S:7](=[O:8])(=[O:9])[CH2:10][CH2:11][c:12]2[cH:13][cH:14][c:15]([NH:18][c:29]3[n:28][c:27]4[c:26]([c:25](=[O:44])[c:24]([C:22]([O:21][CH2:19][CH3:20])=[O:23])[cH:37][n:36]4[CH:38]4[CH2:39][CH2:40][CH2:41][CH2:42][CH2:43]4)[cH:31][n:30]3)[cH:16][cH:17]2)[CH2:5][CH2:6]1. Reactants: COC(=O)c1ccccc1NCc1ccnc(N2CCCC2=O)c1, CO, [Na+], [OH-]. Product: O=C(O)c1ccccc1NCc1ccnc(N2CCCC2=O)c1. RXN SMILES: [CH3:1][O:2][C:3]([c:4]1[c:5]([NH:10][CH2:11][c:12]2[cH:13][c:14]([N:18]3[C:19](=[O:23])[CH2:20][CH2:21][CH2:22]3)[n:15][cH:16][cH:17]2)[cH:6][cH:7][cH:8][cH:9]1)=[O:24].[CH3:27][OH:28].[Na+:26].[OH-:25]>>[O:2]=[C:3]([c:4]1[c:5]([NH:10][CH2:11][c:12]2[cH:13][c:14]([N:18]3[C:19](=[O:23])[CH2:20][CH2:21][CH2:22]3)[n:15][cH:16][cH:17]2)[cH:6][cH:7][cH:8][cH:9]1)[OH:24]. RXN SMILES: Cl.[NH2:2][CH2:3][CH2:4][SH:5].N(CCO)(CCO)CCO.[C:16]1(=[O:21])[O:20][CH2:19][CH2:18][CH2:17]1>>[OH:21][CH2:16][CH2:17][CH2:18][C:19]([NH:2][CH2:3][CH2:4][SH:5])=[O:20] |f:0.1|. Product: OCCCC(=O)NCCS (4-hydroxy N-(2-mercaptoethyl) butyramide). Reaction conditions: time 3 hour. Reported procedure: In a reactor there are introduced, at ambient temperature and under an inert atmosphere, 11.4 g of cysteamine hydrochloride and then slowly, with stirring, 13.5 cm3 of triethanolamine. To the resulting mixture, brought to a temperature of about 60° C., 7.7 cm3 of γ-butyrolactone are slowly added. At the end of the introduction the whole is brought to a temperature of 90° C. for three hours, at the end of which time all the γ-butyrolactone is transformed (VPC verification). 32 g of 4-hydroxy N-(2... Reactants: Cl.NCCS (cysteamine hydrochloride), C1(CCCO1)=O (γ-butyrolactone), N(CCO)(CCO)CCO (triethanolamine), C1(CCCO1)=O (γ-butyrolactone).